This data is from the Open Reaction Database (ORD), a public repository of structured organic reaction records. The task is: describe an organic reaction: reactants, conditions, products, and yield The reactants are CC(C)[C@@H]1NC(OC1)=O ((4S)-4-(1-Methylethyl)-2-Oxazolidinone), [Li]CCCC (n-BuLi), CCCCCC (hexane), C(CC)(=O)Cl (propionyl chloride). Solvent: C1CCOC1 (THF). Reaction conditions: temperature -78 celsius, time 15 minute. Product: O=C(CC)N1C(OC[C@@H]1C(C)C)=O ((4S)-3-(1-Oxopropyl)-4-(1-Methylethyl)-2-oxazolidinone). The yield is 79.8%. As a reaction SMILES: [CH3:1][CH:2]([C@H:4]1[CH2:8][O:7][C:6](=[O:9])[NH:5]1)[CH3:3].[Li]CCCC.CCCCCC.[C:21](Cl)(=[O:24])[CH2:22][CH3:23]>C1COCC1>[O:24]=[C:21]([N:5]1[C@@H:4]([CH:2]([CH3:3])[CH3:1])[CH2:8][O:7][C:6]1=[O:9])[CH2:22][CH3:23]. Procedure: To a cooled solution (-78° C.) of 1.5910 g (12.316 mmole of (+)-(4S)-3-(1-oxopropyl)-4-(1-methylethyl)-2-oxoazolidinone (A) in 20 ml of THF under N2 atmosphere is added 5.80 ml of 2.32M n-BuLi in hexane (13.55 mmole, 1.1 equiv.) to form the conjugate base. The milky slurry is stirred for 1 hour before 1.11 ml (1.1852 g, 12.81 mmoles, 1.04 equiv., mwt 92.53, bp 77°-9° C., d 1.065) of propionyl chloride is added in one portion. The slurry dissolves instantly to a clear orange solution. After stirr... Starting materials: O=C(c1cc(C(F)(F)F)cc(C(F)(F)F)c1)N1CCNCC1Cc1ccccc1, CN(C)C=O, O=C(Cl)COc1ccccc1, O, c1ccncc1. The product is O=C(COc1ccccc1)N1CCN(C(=O)c2cc(C(F)(F)F)cc(C(F)(F)F)c2)C(Cc2ccccc2)C1. Reaction SMILES: [CH2:1]([c:2]1[cH:3][cH:4][cH:5][cH:6][cH:7]1)[CH:8]1[N:9]([C:14]([c:15]2[cH:16][c:17]([C:25]([F:26])([F:27])[F:28])[cH:18][c:19]([C:21]([F:22])([F:23])[F:24])[cH:20]2)=[O:29])[CH2:10][CH2:11][NH:12][CH2:13]1.[CH3:48][N:49]([CH3:50])[CH:51]=[O:52].[O:36]([c:37]1[cH:38][cH:39][cH:40][cH:41][cH:42]1)[CH2:43][C:44](=[O:45])[Cl:46].[OH2:47].[cH:30]1[cH:31][cH:32][n:33][cH:34][cH:35]1>>[CH2:1]([c:2]1[cH:3][cH:4][cH:5][cH:6][cH:7]1)[CH:8]1[N:9]([C:14]([c:15]2[cH:16][c:17]([C:25]([F:26])([F:27])[F:28])[cH:18][c:19]([C:21]([F:22])([F:23])[F:24])[cH:20]2)=[O:29])[CH2:10][CH2:11][N:12]([C:44]([CH2:43][O:36][c:37]2[cH:38][cH:39][cH:40][cH:41][cH:42]2)=[O:45])[CH2:13]1.